Dataset: the Open Reaction Database (ORD), a public repository of structured organic reaction records. Task: describe an organic reaction: reactants, conditions, products, and yield Reactants: CC=1C=C(C=CC1OC=1C=NC(=CC1)C)NC1=NC=NC2=CC=C(C=C12)NC1=NC2(CO1)CCNCC2 (N4-[3-methyl-4-(6-methylpyridin-3-yloxy)-phenyl]-N6-(3-oxa-1,8-diaza-spiro[4.5]dec-1-en-2-yl)-quinazoline-4,6-diamine), C(C)(=O)OC(C)=O (acetic anhydride). Solvent: N1=CC=CC=C1 (pyridine), C(Cl)Cl (methylene chloride). The product is CC=1C=C(C=CC1OC=1C=NC(=CC1)C)NC1=NC=NC2=CC=C(C=C12)NC1=NC2(CO1)CCN(CC2)C(C)=O (1-(2-{4-[3-Methyl-4-(6-methylpyridin-3-yloxy)-phenylamino]-quinazolin-6-ylamino}-3-oxa-1,8-diaza-spiro[4.5]dec-1-en-8-yl)-ethanone). As a reaction SMILES: [CH3:1][C:2]1[CH:3]=[C:4]([NH:16][C:17]2[C:26]3[C:21](=[CH:22][CH:23]=[C:24]([NH:27][C:28]4[O:32][CH2:31][C:30]5([CH2:37][CH2:36][NH:35][CH2:34][CH2:33]5)[N:29]=4)[CH:25]=3)[N:20]=[CH:19][N:18]=2)[CH:5]=[CH:6][C:7]=1[O:8][C:9]1[CH:10]=[N:11][C:12]([CH3:15])=[CH:13][CH:14]=1.[C:38](OC(=O)C)(=[O:40])[CH3:39]>N1C=CC=CC=1.C(Cl)Cl>[CH3:1][C:2]1[CH:3]=[C:4]([NH:16][C:17]2[C:26]3[C:21](=[CH:22][CH:23]=[C:24]([NH:27][C:28]4[O:32][CH2:31][C:30]5([CH2:37][CH2:36][N:35]([C:38](=[O:40])[CH3:39])[CH2:34][CH2:33]5)[N:29]=4)[CH:25]=3)[N:20]=[CH:19][N:18]=2)[CH:5]=[CH:6][C:7]=1[O:8][C:9]1[CH:10]=[N:11][C:12]([CH3:15])=[CH:13][CH:14]=1. Procedure: 1-(2-{4-[3-Methyl-4-(6-methylpyridin-3-yloxy)-phenylamino]-quinazolin-6-ylamino}-3-oxa-1,8-diaza-spiro[4.5]dec-1-en-8-yl)-ethanone is prepared from N4-[3-methyl-4-(6-methylpyridin-3-yloxy)-phenyl]-N6-(3-oxa-1,8-diaza-spiro[4.5]dec-1-en-2-yl)-quinazoline-4,6-diamine by standard acetylation methods using acetic anhydride in a mixture of pyridine and methylene chloride. Starting materials: C(C)(C)(C)[Li] (tert-Butyllithium), C1=CC=C(C=C1)OC2=CC=C(C=C2)Br (4-bromodiphenyl ether), C(=O)C=C (acrolein). Run in C1CCOC1 (THF). Run at temperature 0 celsius, time 30 minute. Product: C(=C)C(O)C1=CC=C(C=C1)OC1=CC=CC=C1 (α-Ethenyl-4-phenoxybenzenemethanol). The yield is 72.8%. Reaction SMILES: C([Li])(C)(C)C.[CH:6]1[CH:11]=[CH:10][C:9]([O:12][C:13]2[CH:18]=[CH:17][C:16](Br)=[CH:15][CH:14]=2)=[CH:8][CH:7]=1.[CH:20]([CH:22]=[CH2:23])=[O:21]>C1COCC1>[CH:22]([CH:20]([C:16]1[CH:17]=[CH:18][C:13]([O:12][C:9]2[CH:10]=[CH:11][CH:6]=[CH:7][CH:8]=2)=[CH:14][CH:15]=1)[OH:21])=[CH2:23]. Procedure: tert-Butyllithium (24.5 mL, 1.7M in pentane, 42.2 mmol) was added dropwise over 30 min to a solution of 4-bromodiphenyl ether (5.00 g, 20.1 mmol) in THF (50 mL) at -78° C. under argon. The cooling bath was removed and the bright yellow reaction mixture was warmed to 0° C. over 20 min. The reaction was stirred at 0° C. for 30 min, at which time a tan-colored solution developed. Freshly distilled acrolein (1.6 mL, 24 mmol) was added dropwise over 5 min. The colorless reaction mixture was stirred a... Reaction SMILES: [CH3:41][S:42]([CH3:43])=[O:44].[CH3:45][CH2:46][O:47][C:48]([CH3:49])=[O:50].[Cl:30][CH2:31][C:32](=[O:33])[N:34]1[CH:35]([C:39]#[N:40])[CH2:36][CH2:37][CH2:38]1.[K+:24].[K+:25].[O-:26][C:27]([O-:28])=[O:29].[O:1]=[S:2]1(=[O:23])[N:3]([c:7]2[cH:8][cH:9][c:10]([C:13]34[CH2:14][C:15]5([NH2:22])[CH2:16][CH:17]([CH2:18][CH:19]5[CH2:20]3)[CH2:21]4)[cH:11][cH:12]2)[CH2:4][CH2:5][CH2:6]1>>[O:1]=[S:2]1(=[O:23])[N:3]([c:7]2[cH:8][cH:9][c:10]([C:13]34[CH2:14][C:15]5([NH:22][CH2:31][C:32](=[O:33])[N:34]6[CH:35]([C:39]#[N:40])[CH2:36][CH2:37][CH2:38]6)[CH2:16][CH:17]([CH2:18][CH:19]5[CH2:20]3)[CH2:21]4)[cH:11][cH:12]2)[CH2:4][CH2:5][CH2:6]1. Starting materials: CS(C)=O, CCOC(C)=O, N#CC1CCCN1C(=O)CCl, [K+], [K+], O=C([O-])[O-], NC12CC3CC1CC(c1ccc(N4CCCS4(=O)=O)cc1)(C3)C2. Yields the product N#CC1CCCN1C(=O)CNC12CC3CC1CC(c1ccc(N4CCCS4(=O)=O)cc1)(C3)C2. Starting materials: FC1=C(C(=O)NC2=NC(=CC=C2)C(=O)C2CCNCC2)C(=CC(=C1)F)F (2,4,6-trifluoro-N-[6-(piperidin-4-ylcarbonyl)-pyridin-2-yl]-benzamide), C(C)=O (acetaldehyde), C(#N)[BH3-].[Na+] (sodium cyanoborohydride), FC(C(=O)O)(F)F (trifluoroacetic acid). The solvent is CO (methanol), CO (methanol). Reaction conditions: temperature 90 celsius. Yields the product FC1=C(C(=O)NC2=NC(=CC=C2)C(=O)C2CCN(CC2)CC)C(=CC(=C1)F)F (2,4,6-Trifluoro-N-[6-(1-ethylpiperidin-4-ylcarbonyl)-pyridin-2-yl]-benzamide). Yield: 30.0%. Reaction SMILES: [F:1][C:2]1[CH:24]=[C:23]([F:25])[CH:22]=[C:21]([F:26])[C:3]=1[C:4]([NH:6][C:7]1[CH:12]=[CH:11][CH:10]=[C:9]([C:13]([CH:15]2[CH2:20][CH2:19][NH:18][CH2:17][CH2:16]2)=[O:14])[N:8]=1)=[O:5].[CH:27](=O)[CH3:28].C([BH3-])#N.[Na+].FC(F)(F)C(O)=O>CO>[F:26][C:21]1[CH:22]=[C:23]([F:25])[CH:24]=[C:2]([F:1])[C:3]=1[C:4]([NH:6][C:7]1[CH:12]=[CH:11][CH:10]=[C:9]([C:13]([CH:15]2[CH2:16][CH2:17][N:18]([CH2:27][CH3:28])[CH2:19][CH2:20]2)=[O:14])[N:8]=1)=[O:5] |f:2.3|. Procedure details: Mix 2,4,6-trifluoro-N-[6-(piperidin-4-ylcarbonyl)-pyridin-2-yl]-benzamide (26 mg), acetaldehyde (42 mg), sodium cyanoborohydride (10 mg) and trifluoroacetic acid (16.4 mg) in methanol (2 mL) in a sealed tube and heat in an oil bath at 90° C. overnight. Dilute with methanol and load on a SCX column (10 g), wash with methanol, elute the product with 2M NH3-methanol, evaporate, purify on a silica gel column (4 g, solvent: dichloromethane-2M NH3 in methanol, gradient) to obtain the title compound (8...